describe an organic reaction: reactants, conditions, products, and yield From a dataset of the Open Reaction Database (ORD), a public repository of structured organic reaction records. Reactants: BrC=1C=C2C(=C(C=NC2=CC1)C(C(C)C)=O)N[C@@H]1CC[C@H](CC1)NC(OC(C)(C)C)=O (tert-butyl trans-4-(6-bromo-3-isobutyrylquinolin-4-ylamino)cyclohexylcarbamate), ClC1=C(C(=CC(=C1)B1OC(C(O1)(C)C)(C)C)Cl)O (2,6-dichloro-4-(4,4,5,5-tetramethyl-1,3,2-dioxaborolan-2-yl)phenol). The product is ClC=1C=C(C=C(C1O)Cl)C=1C=C2C(=C(C=NC2=CC1)C(C(C)C)=O)N[C@@H]1CC[C@H](CC1)NC(OC(C)(C)C)=O (tert-Butyl trans-4-[6-(3,5-dichloro-4-hydroxyphenyl)-3-isobutyrylquinolin-4-ylamino]cyclohexylcarbamate). Isolated yield 104.8%. Reaction SMILES: Br[C:2]1[CH:3]=[C:4]2[C:9](=[CH:10][CH:11]=1)[N:8]=[CH:7][C:6]([C:12](=[O:16])[CH:13]([CH3:15])[CH3:14])=[C:5]2[NH:17][C@H:18]1[CH2:23][CH2:22][C@H:21]([NH:24][C:25](=[O:31])[O:26][C:27]([CH3:30])([CH3:29])[CH3:28])[CH2:20][CH2:19]1.[Cl:32][C:33]1[CH:38]=[C:37](B2OC(C)(C)C(C)(C)O2)[CH:36]=[C:35]([Cl:48])[C:34]=1[OH:49]>>[Cl:32][C:33]1[CH:38]=[C:37]([C:2]2[CH:3]=[C:4]3[C:9](=[CH:10][CH:11]=2)[N:8]=[CH:7][C:6]([C:12](=[O:16])[CH:13]([CH3:15])[CH3:14])=[C:5]3[NH:17][C@H:18]2[CH2:19][CH2:20][C@H:21]([NH:24][C:25](=[O:31])[O:26][C:27]([CH3:30])([CH3:28])[CH3:29])[CH2:22][CH2:23]2)[CH:36]=[C:35]([Cl:48])[C:34]=1[OH:49]. Procedure details: Following general procedure D, tert-butyl trans-4-(6-bromo-3-isobutyrylquinolin-4-ylamino)cyclohexylcarbamate (49 mg, 0.100 mmol) was reacted with 2,6-dichloro-4-(4,4,5,5-tetramethyl-1,3,2-dioxaborolan-2-yl)phenol (73 mg, 0.253 mmol) to afford the crude product (60 mg) as an off-white solid: ESI MS m/z 572 [C30H35Cl2N3O4+H]+. Starting materials: ClC1=NC=CC=C1[N+](=O)[O-] (2-Chloro-3-nitro-pyridine), NC1=CC(=C(C(=O)C2=C(C=CC=C2)C)C=C1)Cl (4-Amino-2-chloro-2′-methylbenzophenone), NC1=CC(=C(C(=O)C2=C(C=CC=C2)C)C=C1)Cl (4-Amino-2-chloro-2′-methylbenzophenone). Solvent: C(=O)(O)[O-].[Na+] (NaHCO3), CCOC(=O)C (EtOAc). Conditions: temperature 100 celsius, time 0.5 hour. Yields the product ClC1=C(C(=O)C2=C(C=CC=C2)C)C=CC(=C1)NC1=NC=CC=C1[N+](=O)[O-] (2-Chloro-2′-methyl-4-(3-nitro-2-pyridylamino)benzophenone). Reaction SMILES: Cl[C:2]1[C:7]([N+:8]([O-:10])=[O:9])=[CH:6][CH:5]=[CH:4][N:3]=1.[NH2:11][C:12]1[CH:26]=[CH:25][C:15]([C:16]([C:18]2[CH:23]=[CH:22][CH:21]=[CH:20][C:19]=2[CH3:24])=[O:17])=[C:14]([Cl:27])[CH:13]=1>C([O-])(O)=O.[Na+].CCOC(C)=O>[Cl:27][C:14]1[CH:13]=[C:12]([NH:11][C:2]2[C:7]([N+:8]([O-:10])=[O:9])=[CH:6][CH:5]=[CH:4][N:3]=2)[CH:26]=[CH:25][C:15]=1[C:16]([C:18]1[CH:23]=[CH:22][CH:21]=[CH:20][C:19]=1[CH3:24])=[O:17] |f:2.3|. Reported procedure: 2-Chloro-3-nitro-pyridine (0.32 g, 2.0 mmol) and 4-amino-2-chloro-2′-methylbenzophenone (compound 2) (0.49 g, 2.0 mmol) was mixed thoroughly. The reaction mixture was warmed at 100° C. for 0.5 h and then at 160° C. for 0.5 h. The reaction mixture was cooled to room temperature, and dissolved in saturated aqueous NaHCO3 (10 mL) and EtOAc (30 mL). The phases were separated, and the organic phase was washed with saturated aqueous NaHCO3 (10 mL), dried (MgSO4), filtered and concentrated in vacuo. Reactants: C(C=C)C1=CC(=C(C=C1)C1OCCO1)[SiH](C)C (2-(4-allyldimethylsilylphenyl)-1,3-dioxolane), C1(=CC=C(C=C1)S(=O)(=O)O)C (p-toluenesulfonic acid). The solvent is CC(=O)C (acetone). Product: C(C=C)C1=CC(=C(C=O)C=C1)[SiH](C)C (4-Allyldimethylsilylbenzaldehyde). Isolated yield 85.8%. RXN SMILES: [CH2:1]([C:4]1[CH:9]=[CH:8][C:7]([CH:10]2OCC[O:11]2)=[C:6]([SiH:15]([CH3:17])[CH3:16])[CH:5]=1)[CH:2]=[CH2:3].C1(C)C=CC(S(O)(=O)=O)=CC=1>CC(C)=O>[CH2:1]([C:4]1[CH:9]=[CH:8][C:7]([CH:10]=[O:11])=[C:6]([SiH:15]([CH3:17])[CH3:16])[CH:5]=1)[CH:2]=[CH2:3]. Procedure: A solution of 2-(4-allyldimethylsilylphenyl)-1,3-dioxolane (3 Scheme 18, 12 g, 52.5 mmol) and p-toluenesulfonic acid (100 mg) in acetone (300 mL) was heated under reflux for 3 h. The reaction mixture was concentrated under reduced pressure, and acetone (300 mL) was added to the residue. After refluxing for 3 h, the solution was concentrated, and the crude oil was purified by silica gel chromatography (1:20 ethyl acetate/hexanes) to afford a colorless oil (9.2 g, 86%); 1H NMR (300 MHz, CDCl3) δ 0... As a reaction SMILES: [C:1]([O:5][C:6]([N:8]1[CH2:13][CH2:12][CH:11]([C:14]([NH:16][NH2:17])=[O:15])[CH2:10][CH2:9]1)=[O:7])([CH3:4])([CH3:3])[CH3:2].COC(OC)N(C)C.[CH2:26]1COC[CH2:27]1>>[C:1]([O:5][C:6]([N:8]1[CH2:13][CH2:12][CH:11]([C:14]2[O:15][C:26]([CH3:27])=[N:17][N:16]=2)[CH2:10][CH2:9]1)=[O:7])([CH3:4])([CH3:2])[CH3:3]. Reported procedure: To a solution of 9.0 g of 4-Hydrazinocarbonyl-piperidine-1-carboxylic acid tert-butyl ester (see reference WO 9703986 A1 19970206) (37 mmoles, 1 eq.) in 40 ml of THF, were added 8.1 ml of dimethylformamide dimethyl acetal (55.4 mmoles, 1.5 eq.). The reaction mixture was then stirred at 50° C. for 4 hours under nitrogen. The solvent was removed under reduced pressure, the residue dissolved in 40 ml of toluene, and 400 mg of para toluene sulfonic acid were added. The mixture was then heated at 100... Product: C(C)(C)(C)OC(=O)N1CCC(CC1)C=1OC(=NN1)C (4-(5-Methyl-[1,3,4]oxadiazol-2-yl)-piperidine-1-carboxylic acid tert-butyl ester). Yield: 81.0%. Conditions: temperature 50 celsius, time 4 hour. The reactants are C(C)(C)(C)OC(=O)N1CCC(CC1)C(=O)NN (4-Hydrazinocarbonyl-piperidine-1-carboxylic acid tert-butyl ester), COC(N(C)C)OC (dimethylformamide dimethyl acetal), C1CCOC1 (THF).